From a dataset of the Open Reaction Database (ORD), a public repository of structured organic reaction records. describe an organic reaction: reactants, conditions, products, and yield Reactants: N=C1C(C(=C(C=C1)SCCC)CC1=CC=CC=C1)NC(=S)NC(=O)OC (1-iminophenylmethyl-2-(3-carbomethoxythioureido)-4-propylthiobenzene), [OH-].[Ca+2].[OH-] (calcium hydroxide), CI (methyl iodide). Solvent: CC(=O)C (acetone), O (water). Conditions: time 4 hour. The product is N=C1C(C(=C(C=C1)SCCC)CC1=CC=CC=C1)NC(SC)=NC(=O)OC (1-iminophenylmethyl-2-(3-carbomethoxy-S-methylisothioureido)-4-propylthiobenzene). Reaction SMILES: [NH:1]=[C:2]1[CH:7]=[CH:6][C:5]([S:8][CH2:9][CH2:10][CH3:11])=[C:4]([CH2:12][C:13]2[CH:18]=[CH:17][CH:16]=[CH:15][CH:14]=2)[CH:3]1[NH:19][C:20]([NH:22][C:23]([O:25][CH3:26])=[O:24])=[S:21].[OH-].[Ca+2].[OH-].[CH3:30]I>CC(C)=O.O>[NH:1]=[C:2]1[CH:7]=[CH:6][C:5]([S:8][CH2:9][CH2:10][CH3:11])=[C:4]([CH2:12][C:13]2[CH:14]=[CH:15][CH:16]=[CH:17][CH:18]=2)[CH:3]1[NH:19][C:20](=[N:22][C:23]([O:25][CH3:26])=[O:24])[S:21][CH3:30] |f:1.2.3|. Procedure: To a solution of 1-iminophenylmethyl-2-(3-carbomethoxythioureido)-4-propylthiobenzene (3.88 g.; 0.01 mol) in acetone (40 ml.) and water (10 ml.) there is added calcium hydroxide (0.74 g.; 0.01 mol). The mixture is stirred at room temperature for 4 hours and then is added methyl iodide (1.42 g.; 0.01 mol). The mixture is stirred at room temperature for 4 hours and the precipitate collected and dried to afford 1-iminophenylmethyl-2-(3-carbomethoxy-S-methylisothioureido)-4-propylthiobenzene.